Task: describe an organic reaction: reactants, conditions, products, and yield. Dataset: the Open Reaction Database (ORD), a public repository of structured organic reaction records Reactants: SCCO (2-mercaptoethanol), SCCO (2-mercaptoethanol), C1C(O1)CO (glycidol), CN(CC1=CC=CC=C1)C (dimethylbenzylamine). Solvent: CC(C)CC(=O)C (MIBK). Run at temperature 50 celsius, time 3 hour. Product: OCCSCC(CO)O (1-(2-hydroxyethylthio)-2,3-propanediol). The yield is 90.0%. As a reaction SMILES: [SH:1][CH2:2][CH2:3][OH:4].CN(C)CC1C=CC=CC=1.[CH2:15]1[O:17][CH:16]1[CH2:18][OH:19]>CC(CC(C)=O)C>[OH:4][CH2:3][CH2:2][S:1][CH2:15][CH:16]([OH:17])[CH2:18][OH:19]. Procedure: In a reaction vessel equipped with a stirrer, a cooling tube, a nitrogen introducing tube and a thermometer, 78.1 parts of 2-mercaptoethanol was charged, and 2-mercaptoethanol was diluted with 159.6 parts of MIBK. Then, 0.41 part of dimethylbenzylamine was added and, after heating to 50° C., 81.5 parts of glycidol was added dropwise with stirring over 3 hours in a dry nitrogen atmosphere. The reaction vessel was cooled and maintained at 50° C. 2 Hours after dropping, it was confirmed that an abs... Starting materials: C(C1=CC=CC=C1)O[C@@H]1[C@H]2C[C@@H]([C@@H](C1)C2)O[Si](C2=CC=CC=C2)(C2=CC=CC=C2)C(C)(C)C (((1R,2S,4R,5S)-5-(benzyloxy)bicyclo[2.2.1]heptan-2-yloxy)(tert-butyl)diphenylsilane), [H][H] (hydrogen). The reagents and catalysts are [Pd] (Palladium). The solvent is CO (methanol). Reaction conditions: time 24 hour. The product is [Si](C1=CC=CC=C1)(C1=CC=CC=C1)(C(C)(C)C)O[C@@H]1[C@H]2C[C@@H]([C@@H](C1)C2)O ((1R,2S,4R,5S)-5-(tert-Butyldiphenylsilyloxy)bicyclo[2.2.1]heptan-2-ol). RXN SMILES: C([O:8][C@H:9]1[CH2:14][C@H:13]2[CH2:15][C@@H:10]1[CH2:11][C@@H:12]2[O:16][Si:17]([C:30]([CH3:33])([CH3:32])[CH3:31])([C:24]1[CH:29]=[CH:28][CH:27]=[CH:26][CH:25]=1)[C:18]1[CH:23]=[CH:22][CH:21]=[CH:20][CH:19]=1)C1C=CC=CC=1.[H][H]>CO.[Pd]>[Si:17]([O:16][C@H:12]1[CH2:11][C@H:10]2[CH2:15][C@@H:13]1[CH2:14][C@@H:9]2[OH:8])([C:30]([CH3:33])([CH3:31])[CH3:32])([C:24]1[CH:29]=[CH:28][CH:27]=[CH:26][CH:25]=1)[C:18]1[CH:23]=[CH:22][CH:21]=[CH:20][CH:19]=1. Reported procedure: Palladium (10 wt. % on activated carbon, 1.50 g) was added to a solution of ((1R,2S,4R,5S)-5-(benzyloxy)bicyclo[2.2.1]heptan-2-yloxy)(tert-butyl)diphenylsilane (8.47 g, 18.5 mmol) in methanol (50 mL). The mixture was placed under a balloon of hydrogen. After stirring at ambient temperature for 24 h, the mixture was filtered through a pad of Celite. Solvents were removed in vacuo to give the title compound as a colorless viscous oil. Starting materials: CC(C)(C)C(=O)Cl, ClCCl, Nc1ccc(C#Cc2ccccc2)cn1, c1ccncc1. The product is CC(C)(C)C(=O)Nc1ccc(C#Cc2ccccc2)cn1. Reaction SMILES: [C:22]([C:23]([CH3:24])([CH3:25])[CH3:26])(=[O:27])[Cl:28].[Cl:29][CH2:30][Cl:31].[c:1]1([C:7]#[C:8][c:9]2[cH:10][cH:11][c:12]([NH2:15])[n:13][cH:14]2)[cH:2][cH:3][cH:4][cH:5][cH:6]1.[cH:16]1[cH:17][cH:18][n:19][cH:20][cH:21]1>>[c:1]1([C:7]#[C:8][c:9]2[cH:10][cH:11][c:12]([NH:15][C:22]([C:23]([CH3:24])([CH3:25])[CH3:26])=[O:27])[n:13][cH:14]2)[cH:2][cH:3][cH:4][cH:5][cH:6]1. Starting materials: [N+](=O)([O-])C1=C(C=CC(=C1)[N+](=O)[O-])[O-].N[N+]1=CC2=C(C=C1)OCC2 (5-amino-2,3-dihydrofuro[3,2-c]pyridin-5-ium 2,4-dinitrobenzenolate), C([O-])([O-])=O.[K+].[K+] (potassium carbonate), C(C#CCC)(=O)OCC (ethyl 2-pentynoate). Solvent: O (water), CN(C=O)C (dimethylformamide). Reaction conditions: time 20 hour. Yields the product C(C)C1=NN2C(C3=C(C=C2)OCC3)=C1C(=O)OCC (ethyl 2-ethyl-8,9-dihydrofuro[3,2-c]pyrazolo[1,5-a]pyridine-1-carboxylate). Isolated yield 12.2%. As a reaction SMILES: [N+](C1C=C([N+]([O-])=O)C=CC=1[O-])([O-])=O.[NH2:14][N+:15]1[CH:20]=[CH:19][C:18]2[O:21][CH2:22][CH2:23][C:17]=2[CH:16]=1.C(=O)([O-])[O-].[K+].[K+].[C:30]([O:36][CH2:37][CH3:38])(=[O:35])[C:31]#[C:32][CH2:33][CH3:34]>CN(C)C=O.O>[CH2:33]([C:32]1[C:31]([C:30]([O:36][CH2:37][CH3:38])=[O:35])=[C:16]2[C:17]3[CH2:23][CH2:22][O:21][C:18]=3[CH:19]=[CH:20][N:15]2[N:14]=1)[CH3:34] |f:0.1,2.3.4|. Procedure: To a mixture of 5-amino-2,3-dihydrofuro[3,2-c]pyridin-5-ium 2,4-dinitrobenzenolate (8.00 g, 25.0 mmol) and potassium carbonate (4.84 g, 35.0 mmol) in dimethylformamide (100 mL) was added ethyl 2-pentynoate (3.63 mL, 27.5 mmol) under ice-cooling, and the mixture was stirred at room temperature for 20 hr. The reaction solution was diluted with water and extracted with ethyl acetate. The extract was dried over anhydrous sodium sulfate. The solvent was evaporated under reduced pressure and the resid... Reaction SMILES: Br[C:2]1[CH:10]=[CH:9][CH:8]=[C:7]2[C:3]=1[CH:4]=[CH:5][N:6]2[CH2:11][C:12]1[N:16]([CH2:17][C:18]2[CH:23]=[CH:22][C:21]([C:24]#[N:25])=[CH:20][CH:19]=2)[CH:15]=[N:14][CH:13]=1.[CH3:26][C:27]1[CH:32]=[CH:31][CH:30]=[CH:29][C:28]=1B(O)O>>[CH3:26][C:27]1[CH:32]=[CH:31][CH:30]=[CH:29][C:28]=1[C:2]1[CH:10]=[CH:9][CH:8]=[C:7]2[C:3]=1[CH:4]=[CH:5][N:6]2[CH2:11][C:12]1[N:16]([CH2:17][C:18]2[CH:19]=[CH:20][C:21]([C:24]#[N:25])=[CH:22][CH:23]=2)[CH:15]=[N:14][CH:13]=1. Reported procedure: Following the procedure described for Example 21, Step 3, 4-bromo-1-(1-(4-cyanobenzyl)-5-imidazolylmethyl)indole (Example 28) was coupled with 2-methylphenyl boronic acid to give the title compound. Reactants: BrC1=C2C=CN(C2=CC=C1)CC1=CN=CN1CC1=CC=C(C=C1)C#N (4-Bromo-1-(1-(4-cyanobenzyl)-5-imidazolylmethyl)indole), CC1=C(C=CC=C1)B(O)O (2-methylphenyl boronic acid). Yields the product CC1=C(C=CC=C1)C1=C2C=CN(C2=CC=C1)CC1=CN=CN1CC1=CC=C(C=C1)C#N (4-(2-Methylphenyl)-1-(1-(4-cyanobenzyl)-5-imidazolylmethyl)indole). Starting materials: ClCCCOC1=CC=C(C=C1)C=1OCC(N1)(C)C (2-[4-(3-chloropropoxy)phenyl]-4,4-dimethyl-4,5-dihydro-1,3-oxazole), [I-].[Na+] (sodium iodide), [Na] (sodium), CC1NC(CC1)C (2,5-dimethylpyrrolidine). Solvent: C(C)(=O)OCC (ethyl acetate), O (Water), C(C)#N (acetonitrile). The product is CC1N(C(CC1)C)CCCOC1=CC=C(C=C1)C=1OCC(N1)(C)C (2-(4-{3-[2,5-dimethylpyrrolidin-1-yl]propoxy}phenyl)-4,4-dimethyl-4,5-dihydro-1,3-oxazole). Yield: 41.0%. Reaction SMILES: Cl[CH2:2][CH2:3][CH2:4][O:5][C:6]1[CH:11]=[CH:10][C:9]([C:12]2[O:13][CH2:14][C:15]([CH3:18])([CH3:17])[N:16]=2)=[CH:8][CH:7]=1.[I-].[Na+].[Na].[CH3:22][CH:23]1[CH2:27][CH2:26][CH:25]([CH3:28])[NH:24]1>C(#N)C.C(OCC)(=O)C.O>[CH3:22][CH:23]1[CH2:27][CH2:26][CH:25]([CH3:28])[N:24]1[CH2:2][CH2:3][CH2:4][O:5][C:6]1[CH:11]=[CH:10][C:9]([C:12]2[O:13][CH2:14][C:15]([CH3:18])([CH3:17])[N:16]=2)=[CH:8][CH:7]=1 |f:1.2,^1:20|. Reported procedure: 2-[4-(3-chloropropoxy)phenyl]-4,4-dimethyl-4,5-dihydro-1,3-oxazole ax10 (500 mg, 1.87 mmol, 1 eq), sodium iodide (0.56 mg, 3.74 mmol, 2 eq), sodium hydrogenocarbonate (0.31 mg, 3.74 mmol, 2 eq) and 2,5-dimethylpyrrolidine (0.24 ml, 2.8 mmol, 1.5 eq) are stirred at reflux overnight in dry acetonitrile (10 ml). Water and ethyl acetate are added to the mixture and the layers are separated. The organic layer is dried with brine, sodium sulfate and evaporated under vacuum. Flash chromatography over s...